This data is from the Open Reaction Database (ORD), a public repository of structured organic reaction records. The task is: describe an organic reaction: reactants, conditions, products, and yield Procedure: When α-t-butoxycarbonylamino-p-(1-methylureido)phenylacetic acid is reacted with 7-ACA and 4-mercapto-1,2,3-triazole according to the procedure of Example 5, the title compound is obtained. RXN SMILES: C(OC([NH:8][CH:9]([C:13]1[CH:18]=[CH:17][C:16]([N:19]([CH3:23])[C:20]([NH2:22])=[O:21])=[CH:15][CH:14]=1)[C:10]([OH:12])=O)=O)(C)(C)C.CC(O[CH2:28][C:29]1[CH2:38][S:37][C@@H:32]2[C@H:33]([NH2:36])[C:34](=[O:35])[N:31]2[C:30]=1[C:39]([OH:41])=[O:40])=O.[SH:42][C:43]1[N:44]=[N:45][NH:46][CH:47]=1>>[NH:46]1[CH:47]=[C:43]([S:42][CH2:28][C:29]2[CH2:38][S:37][C@@H:32]3[CH:33]([NH:36][C:10](=[O:12])[CH:9]([C:13]4[CH:14]=[CH:15][C:16]([N:19]([CH3:23])[C:20]([NH2:22])=[O:21])=[CH:17][CH:18]=4)[NH2:8])[C:34](=[O:35])[N:31]3[C:30]=2[C:39]([OH:41])=[O:40])[N:44]=[N:45]1. The reactants are C(C)(C)(C)OC(=O)NC(C(=O)O)C1=CC=C(C=C1)N(C(=O)N)C (α-t-butoxycarbonylamino-p-(1-methylureido)phenylacetic acid), CC(=O)OCC1=C(N2[C@@H]([C@@H](C2=O)N)SC1)C(=O)O (7-ACA), SC=1N=NNC1 (4-mercapto-1,2,3-triazole). Product: N1N=NC(=C1)SCC=1CS[C@H]2N(C1C(=O)O)C(C2NC(C(N)C2=CC=C(C=C2)N(C(=O)N)C)=O)=O (3-(1,2,3-Triazol-4-ylthiomethyl)-7-[α-amino-p-(1-methylureido)phenylacetamido]-3-cephem-4-carboxylic acid). Starting materials: CC(=O)O, COc1cc2c(cc1OC)C(=CO)C(=O)N2, COc1ccc(N2CCNCC2)cc1OC, c1ccccc1. Yields the product COc1ccc(N2CCN(C=C3C(=O)Nc4cc(OC)c(OC)cc43)CC2)cc1OC. Reaction SMILES: [CH3:17][C:18](=[O:19])[OH:20].[CH3:1][O:2][c:3]1[cH:4][c:5]2[c:9]([cH:10][c:11]1[O:12][CH3:13])[NH:8][C:7](=[O:14])[C:6]2=[CH:15][OH:16].[CH3:21][O:22][c:23]1[cH:24][c:25]([N:31]2[CH2:32][CH2:33][NH:34][CH2:35][CH2:36]2)[cH:26][cH:27][c:28]1[O:29][CH3:30].[cH:37]1[cH:38][cH:39][cH:40][cH:41][cH:42]1>>[CH3:1][O:2][c:3]1[cH:4][c:5]2[c:9]([cH:10][c:11]1[O:12][CH3:13])[NH:8][C:7](=[O:14])[C:6]2=[CH:15][N:34]1[CH2:33][CH2:32][N:31]([c:25]2[cH:24][c:23]([O:22][CH3:21])[c:28]([O:29][CH3:30])[cH:27][cH:26]2)[CH2:36][CH2:35]1. The reactants are COC=1C=C2CCNCC2=CC1[N+](=O)[O-] (6-(methyloxy)-7-nitro-1,2,3,4-tetrahydroisoquinoline), BrCC(=O)Cl (bromoacetyl chloride), C(C)(C)N(CC)C(C)C (diisopropylethylamine). Run at time 4 hour. Product: CN(CC(=O)N1CC2=CC(=C(C=C2CC1)OC)[N+](=O)[O-])C (N,N-dimethyl-2-[6-(methyloxy)-7-nitro-3,4-dihydro-2(1H)-isoquinolinyl]-2-oxoethanamine). RXN SMILES: [CH3:1][O:2][C:3]1[CH:4]=[C:5]2[C:10](=[CH:11][C:12]=1[N+:13]([O-:15])=[O:14])[CH2:9][NH:8][CH2:7][CH2:6]2.Br[CH2:17][C:18](Cl)=[O:19].[CH:21]([N:24](C(C)C)[CH2:25]C)(C)C>>[CH3:21][N:24]([CH3:25])[CH2:17][C:18]([N:8]1[CH2:7][CH2:6][C:5]2[C:10](=[CH:11][C:12]([N+:13]([O-:15])=[O:14])=[C:3]([O:2][CH3:1])[CH:4]=2)[CH2:9]1)=[O:19]. Procedure: A suspension of 6-(methyloxy)-7-nitro-1,2,3,4-tetrahydroisoquinoline (1.25 g, 6.00 mmol), bromoacetyl chloride (0.75 mL, 9.01 mmol), and polymer supported diisopropylethylamine (4.7 g, 18 mmol) was stirred for 4 hours, filtered, and taken to a residue under reduced pressure. The residue was redissolved in 2.0M methylamine in tetrahydrofuran (15 mL) and stirred overnight. The solution was concentrated under reduced pressure and purified by column chromatography to afford N,N-dimethyl-2-[6-(methyl... Reactants: BrC=1C(=NC=CC1I)F (3-bromo-2-fluoro-4-iodopyridine), C1(CCCC1)NC1=NC(=NC=C1I)N (N4-cyclopentyl-5-iodopyrimidine-2,4-diamine), C(C)(C)[Mg]Cl (isopropylmagnesium chloride), C(C)OCC (diethyl ether). The reagents and catalysts are [Cl-].[Zn+2].[Cl-] (zinc (II) chloride), C=1C=CC(=CC1)[P](C=2C=CC=CC2)(C=3C=CC=CC3)[Pd]([P](C=4C=CC=CC4)(C=5C=CC=CC5)C=6C=CC=CC6)([P](C=7C=CC=CC7)(C=8C=CC=CC8)C=9C=CC=CC9)[P](C=1C=CC=CC1)(C=1C=CC=CC1)C=1C=CC=CC1 (Pd(PPh3)4). Solvent: C1CCOC1 (THF), CC(C)O.C(=O)=O (2-propanol dry ice), C1CCOC1 (THF), C(Cl)Cl (DCM). Product: BrC=1C(=NC=CC1C=1C(=NC(=NC1)N)NC1CCCC1)F (5-(3-Bromo-2-fluoro-4-pyridinyl)-N4-cyclopentyl-2,4-pyrimidinediamine). Yield: 81.5%. As a reaction SMILES: [Br:1][C:2]1[C:3]([F:9])=[N:4][CH:5]=[CH:6][C:7]=1I.C([Mg]Cl)(C)C.C(OCC)C.[CH:20]1([NH:25][C:26]2[C:31](I)=[CH:30][N:29]=[C:28]([NH2:33])[N:27]=2)[CH2:24][CH2:23][CH2:22][CH2:21]1>CC(O)C.C(=O)=O.C(Cl)Cl.[Cl-].[Zn+2].[Cl-].C1C=CC([P]([Pd]([P](C2C=CC=CC=2)(C2C=CC=CC=2)C2C=CC=CC=2)([P](C2C=CC=CC=2)(C2C=CC=CC=2)C2C=CC=CC=2)[P](C2C=CC=CC=2)(C2C=CC=CC=2)C2C=CC=CC=2)(C2C=CC=CC=2)C2C=CC=CC=2)=CC=1.C1COCC1>[Br:1][C:2]1[C:3]([F:9])=[N:4][CH:5]=[CH:6][C:7]=1[C:31]1[C:26]([NH:25][CH:20]2[CH2:24][CH2:23][CH2:22][CH2:21]2)=[N:27][C:28]([NH2:33])=[N:29][CH:30]=1 |f:4.5,7.8.9,^1:50,52,71,90|. Procedure details: In a dry 3 neck 2 L flask equipped with a dry addition funnel, thermometer and stir bar was added 3-bromo-2-fluoro-4-iodopyridine (83.4 g, 276 mmol) followed by 300 mL of anhydrous THF under an atmosphere of nitrogen. The solution was cooled to −70° C. in 2-propanol/dry ice bath. A solution of isopropylmagnesium chloride 2.0 M in diethyl ether (145 mL, 290 mmol) was added drop wise over a period of 30 minutes. The solution was then stirred for 30 minutes before zinc (II) chloride 0.5 M in THF (2... Starting materials: N1=CC=CC=C1 (pyridine), C(C)(C)(C)OC(=O)NCCCC[C@H](N)C(=O)O (Nε-t-Butoxycarbonyl-L-lysine), C(C=CC1=CC=CC=C1)(=O)Cl (cinnamoyl chloride). Run in CN(C=O)C (dimethylformamide), C(Cl)(Cl)Cl (chloroform). The product is C(C=CC1=CC=CC=C1)(=O)N[C@@H](CCCCN)C(=O)O (Nα-Cinnamoyl-L-lysine). RXN SMILES: C(OC([NH:8][CH2:9][CH2:10][CH2:11][CH2:12][C@@H:13]([C:15]([OH:17])=[O:16])[NH2:14])=O)(C)(C)C.N1C=CC=CC=1.[C:24](Cl)(=[O:33])[CH:25]=[CH:26][C:27]1[CH:32]=[CH:31][CH:30]=[CH:29][CH:28]=1>CN(C)C=O.C(Cl)(Cl)Cl>[C:24]([NH:14][C@H:13]([C:15]([OH:17])=[O:16])[CH2:12][CH2:11][CH2:10][CH2:9][NH2:8])(=[O:33])[CH:25]=[CH:26][C:27]1[CH:32]=[CH:31][CH:30]=[CH:29][CH:28]=1. Procedure details: Nε-t-Butoxycarbonyl-L-lysine (2.58 g) was dissolved in 50 ml of dimethylformamide, and 30 ml of anhydrous pyridine was added to the solution. To the mixture was added a solution of cinnamoyl chloride in chloroform (1.665 g/20 ml) was added, and the reaction was carried out at 40° C. The reaction mixture was concentrated to dryness under reduced pressure, the residue was dissolved in 3.6N HCl/dioxane (33 ml) and, after 4 hours of standing, the solution was concentrated under reduced pressure to g... Reactants: [BH4-], O=C([O-])O, CCO, CO, CCOC(OCC)OCC, Cl, Nc1ccc2c(c1)nc(C=Cc1ccccc1)n2-c1ccccn1, [Na+], [Na+]. Yields the product Cl, CNc1ccc2c(c1)nc(C=Cc1ccccc1)n2-c1ccccn1. RXN SMILES: [BH4-:35].[C:37](=[O:38])([OH:39])[O-:40].[CH3:43][CH2:44][OH:45].[CH3:46][OH:47].[CH:25]([O:26][CH2:27][CH3:28])([O:29][CH2:30][CH3:31])[O:32][CH2:33][CH3:34].[ClH:42].[NH2:1][c:2]1[cH:3][c:4]2[c:5]([n:6](-[c:17]3[n:18][cH:19][cH:20][cH:21][cH:22]3)[c:7]([CH:9]=[CH:10][c:11]3[cH:12][cH:13][cH:14][cH:15][cH:16]3)[n:8]2)[cH:23][cH:24]1.[Na+:36].[Na+:41]>>[ClH:42].[NH:1]([c:2]1[cH:3][c:4]2[c:5]([n:6](-[c:17]3[n:18][cH:19][cH:20][cH:21][cH:22]3)[c:7]([CH:9]=[CH:10][c:11]3[cH:12][cH:13][cH:14][cH:15][cH:16]3)[n:8]2)[cH:23][cH:24]1)[CH3:25]. Reactants: Cl, Cl, Cl, NC1CCN(CCN2CCCCCC2)CC1, Cc1ccc(Oc2cccc3[nH]c(C(=O)O)cc23)cc1. Product: Cc1ccc(Oc2cccc3[nH]c(C(=O)NC4CCN(CCN5CCCCCC5)CC4)cc23)cc1. As a reaction SMILES: [ClH:21].[ClH:22].[ClH:23].[N:24]1([CH2:31][CH2:32][N:33]2[CH2:34][CH2:35][CH:36]([NH2:39])[CH2:37][CH2:38]2)[CH2:25][CH2:26][CH2:27][CH2:28][CH2:29][CH2:30]1.[c:1]1([CH3:20])[cH:2][cH:3][c:4]([O:7][c:8]2[c:9]3[cH:10][c:11]([C:17](=[O:18])[OH:19])[nH:12][c:13]3[cH:14][cH:15][cH:16]2)[cH:5][cH:6]1>>[c:1]1([CH3:20])[cH:2][cH:3][c:4]([O:7][c:8]2[c:9]3[cH:10][c:11]([C:17](=[O:19])[NH:39][CH:36]4[CH2:35][CH2:34][N:33]([CH2:32][CH2:31][N:24]5[CH2:25][CH2:26][CH2:27][CH2:28][CH2:29][CH2:30]5)[CH2:38][CH2:37]4)[nH:12][c:13]3[cH:14][cH:15][cH:16]2)[cH:5][cH:6]1. The product is C1(CC1)C1=CN=C(C(=N1)C(=O)NC1=C(N=C(S1)C)C(=O)O)NC=1C=NC=NC1 (5-{[6-Cyclopropyl-3-(pyrimidin-5-ylamino)-pyrazine-2-carbonyl]-amino}-2-methyl-thiazole-4-carboxylic acid). The solvent is C1CCOC1.C(C)O (THF ethanol). Isolated yield 44.0%. Reactants: C(C)OC(=O)C=1N=C(SC1NC(=O)C1=NC(=CN=C1NC=1C=NC=NC1)C1CC1)C (5-{[6-cyclopropyl-3-(pyrimidin-5-ylamino)-pyrazine-2-carbonyl]-amino}-2-methyl-thiazole-4-carboxylic acid ethyl ester), [OH-].[Li+] (lithium hydroxide). RXN SMILES: C([O:3][C:4]([C:6]1[N:7]=[C:8]([CH3:30])[S:9][C:10]=1[NH:11][C:12]([C:14]1[C:19]([NH:20][C:21]2[CH:22]=[N:23][CH:24]=[N:25][CH:26]=2)=[N:18][CH:17]=[C:16]([CH:27]2[CH2:29][CH2:28]2)[N:15]=1)=[O:13])=[O:5])C.[OH-].[Li+]>C1COCC1.C(O)C>[CH:27]1([C:16]2[N:15]=[C:14]([C:12]([NH:11][C:10]3[S:9][C:8]([CH3:30])=[N:7][C:6]=3[C:4]([OH:5])=[O:3])=[O:13])[C:19]([NH:20][C:21]3[CH:26]=[N:25][CH:24]=[N:23][CH:22]=3)=[N:18][CH:17]=2)[CH2:29][CH2:28]1 |f:1.2,3.4|. Procedure: A solution of 5-{[6-cyclopropyl-3-(pyrimidin-5-ylamino)-pyrazine-2-carbonyl]-amino}-2-methyl-thiazole-4-carboxylic acid ethyl ester (70 mg, 0.16 mmol) in a THF/ethanol mixture (2.5 ml; 1.5:1) was cooled to 0° C. and treated with lithium hydroxide (0.82 ml; 1N aqueous solution). After 15 min, the cooling bath was removed and the reaction mixture was stirred at 50° C. overnight. The reaction mixture was cooled to r.t. and 0.84 ml 1M HCl was added. The suspension was filtered, the solid was washed ... Reaction conditions: temperature 50 celsius, time 15 minute. Starting materials: C(C)(=O)C=1C=NC2=C(C=CC=C2C1Cl)[N+](=O)[O-] (3-acetyl-4-chloro-8-nitroquinoline), solution, C[O-].[Na+] (sodium methoxide). Solvent: ClCCl (dichloromethane), CO (methanol), C(C)(=O)OCC (ethyl acetate). Reaction conditions: time 30 minute. Product: C(C)(=O)C=1C=NC2=C(C=CC=C2C1OC)[N+](=O)[O-] (3-acetyl-4-methoxy-8-nitroquinoline). As a reaction SMILES: [C:1]([C:4]1[CH:5]=[N:6][C:7]2[C:12]([C:13]=1Cl)=[CH:11][CH:10]=[CH:9][C:8]=2[N+:15]([O-:17])=[O:16])(=[O:3])[CH3:2].[CH3:18][O-:19].[Na+]>ClCCl.CO.C(OCC)(=O)C>[C:1]([C:4]1[CH:5]=[N:6][C:7]2[C:12]([C:13]=1[O:19][CH3:18])=[CH:11][CH:10]=[CH:9][C:8]=2[N+:15]([O-:17])=[O:16])(=[O:3])[CH3:2] |f:1.2|. Reported procedure: To a solution of 3-acetyl-4-chloro-8-nitroquinoline (339 mg) in dichloromethane was added 28% solution of sodium methoxide in methanol (0.52 mg) under ice-cooling, and the mixture was stirred for 30 minutes at ambient temperature. The mixture was diluted with ethyl acetate, washed with water and brine, dried over magnesium sulfate and evaporated in vacuo. The residue was purified by column chromatography on silica gel (ethyl acetate:n-hexane, 2:3, v/v) to give 3-acetyl-4-methoxy-8-nitroquinoline... Starting materials: COC(=O)[C@H]1N(C[C@H](C1)N(C(=O)OCC(Cl)(Cl)Cl)C)CC1=CC=CC=C1 ((2S,4S)-1-benzyl-4-[methyl-(2,2,2-trichloro-ethoxycarbonyl)-amino]-pyrrolidine-2-carboxylic acid methyl ester), [OH-].[Na+] (NaOH). The solvent is C1CCOC1 (THF), CO (methanol), O (water). Reaction conditions: time 8 hour. Yields the product C(C1=CC=CC=C1)N1C(CC(C1)N(C(=O)OCC(Cl)(Cl)Cl)C)C(=O)O (1-benzyl-4-[methyl-(2,2,2-trichloro-ethoxycarbonyl)-amino]-pyrrolidine-2-carboxylic acid). RXN SMILES: C[O:2][C:3]([C@@H:5]1[CH2:9][C@H:8]([N:10]([CH3:19])[C:11]([O:13][CH2:14][C:15]([Cl:18])([Cl:17])[Cl:16])=[O:12])[CH2:7][N:6]1[CH2:20][C:21]1[CH:26]=[CH:25][CH:24]=[CH:23][CH:22]=1)=[O:4].[OH-].[Na+]>C1COCC1.CO.O>[CH2:20]([N:6]1[CH2:7][CH:8]([N:10]([CH3:19])[C:11]([O:13][CH2:14][C:15]([Cl:18])([Cl:16])[Cl:17])=[O:12])[CH2:9][CH:5]1[C:3]([OH:4])=[O:2])[C:21]1[CH:22]=[CH:23][CH:24]=[CH:25][CH:26]=1 |f:1.2|. Reported procedure: To a solution of (2S,4S)-1-benzyl-4-[methyl-(2,2,2-trichloro-ethoxycarbonyl)-amino]-pyrrolidine-2-carboxylic acid methyl ester in THF and methanol is added NaOH in water, and the reaction mixture is stirred overnight, and extracted with EA. The aqueous solution is acidified to ph 5-6 and extracted with EA. The organic phase is washed, dried and concentrated to give 1-benzyl-4-[methyl-(2,2,2-trichloro-ethoxycarbonyl)-amino]-pyrrolidine-2-carboxylic acid (28).